Dataset: the Open Reaction Database (ORD), a public repository of structured organic reaction records. Task: describe an organic reaction: reactants, conditions, products, and yield The reactants are FC1CN(CCC(C1)OCC1=CC=C(C=C1)OC)C(=O)OC(C)(C)C (tert-butyl 3-fluoro-5-(4-methoxybenzyloxy)azepane-1-carboxylate), Cl (HCl), [F-].[K+] (potassium fluoride), ClC1=C(C=NN1C)[N+](=O)[O-] (5-chloro-1-methyl-4-nitro-1H-pyrazole). Run in CO (MeOH), O (water), CS(=O)C (DMSO). Reaction conditions: time 16 hour. Product: FC1CN(CCC(C1)OCC1=CC=C(C=C1)OC)C1=C(C=NN1C)[N+](=O)[O-] (3-fluoro-5-(4-methoxybenzyloxy)-1-(1-methyl-4-nitro-1H-pyrazol-5-yl)azepane). RXN SMILES: [F:1][CH:2]1[CH2:8][CH:7]([O:9][CH2:10][C:11]2[CH:16]=[CH:15][C:14]([O:17][CH3:18])=[CH:13][CH:12]=2)[CH2:6][CH2:5][N:4]([C:19](OC(C)(C)C)=O)[CH2:3]1.Cl.[F-].[K+].Cl[C:30]1[N:34](C)[N:33]=[CH:32][C:31]=1[N+:36]([O-:38])=[O:37]>CO.CS(C)=O.O>[F:1][CH:2]1[CH2:8][CH:7]([O:9][CH2:10][C:11]2[CH:12]=[CH:13][C:14]([O:17][CH3:18])=[CH:15][CH:16]=2)[CH2:6][CH2:5][N:4]([C:19]2[N:33]([CH3:32])[N:34]=[CH:30][C:31]=2[N+:36]([O-:38])=[O:37])[CH2:3]1 |f:2.3|. Procedure details: To a solution of tert-butyl 3-fluoro-5-(4-methoxybenzyloxy)azepane-1-carboxylate (740 mg, 0.21 mmol) in MeOH (5 mL) was added HCl (4 M in 1,4-dioxane, 5.3 mL, 21 mmol) and the solution was stirred at room temperature for 16 hr. The solvents were removed under reduced pressure and the residue was dissolved in MeOH and loaded onto an SCX column. The column was washed with MeOH and eluted with 7 N ammonia in MeOH. The solvents were removed under reduced pressure to afford a yellow oil. To a solutio... Starting materials: FC1=CC=C(C=C1)[C@H](C)NC1=C(C(=O)OC)C=CC(=N1)NC1=NC=CN=C1 (methyl (S)-2-[1-(4-fluorophenyl)ethylamino]-6-(pyrazin-2-ylamino)nicotinate), [OH-].[Na+] (sodium hydroxide). Run in CO (methanol). The product is FC1=CC=C(C=C1)[C@H](C)NC1=C(C(=O)O)C=CC(=N1)NC1=NC=CN=C1 ((S)-2-[1-(4-Fluorophenyl)ethylamino]-6-(pyrazin-2-ylamino)nicotinic acid). Isolated yield 91.5%. Reaction SMILES: [F:1][C:2]1[CH:7]=[CH:6][C:5]([C@@H:8]([NH:10][C:11]2[N:20]=[C:19]([NH:21][C:22]3[CH:27]=[N:26][CH:25]=[CH:24][N:23]=3)[CH:18]=[CH:17][C:12]=2[C:13]([O:15]C)=[O:14])[CH3:9])=[CH:4][CH:3]=1.[OH-].[Na+]>CO>[F:1][C:2]1[CH:7]=[CH:6][C:5]([C@@H:8]([NH:10][C:11]2[N:20]=[C:19]([NH:21][C:22]3[CH:27]=[N:26][CH:25]=[CH:24][N:23]=3)[CH:18]=[CH:17][C:12]=2[C:13]([OH:15])=[O:14])[CH3:9])=[CH:4][CH:3]=1 |f:1.2|. Procedure details: 1.0 g of methyl (S)-2-[1-(4-fluorophenyl)ethylamino]-6-(pyrazin-2-ylamino)nicotinate was dissolved in 60 ml of methanol, and 20 ml of 10% sodium hydroxide aqueous solution was added thereto, and the reaction solution was heated at reflux for 4 hour. The reaction solution was distilled off under reduced pressure to remove methanol. The obtained aqueous layer was washed with diethyl ether, and the pH of the mixture was adjusted to 3 by 10% hydrochloric acid. The precipitated solid was filtered, an... Starting materials: C(=O)([O-])[O-].[Na+].[Na+] (Na2CO3), BrC1=CC=C(C(C=O)=C1)O (5-bromo-salicylaldehyde), BrCC(=O)OCC (ethyl bromoacetate). Run in CN(C)C=O (DMF), O (water). Reaction conditions: temperature 80 celsius, time 2 hour. The product is BrC=1C=CC2=C(C=C(O2)C(=O)OCC)C1 (ethyl 5-bromo-benzofuran-2-carboxylate). RXN SMILES: C([O-])([O-])=O.[Na+].[Na+].[Br:7][C:8]1[CH:15]=[C:12]([CH:13]=O)[C:11]([OH:16])=[CH:10][CH:9]=1.Br[CH2:18][C:19]([O:21][CH2:22][CH3:23])=[O:20]>CN(C=O)C.O>[Br:7][C:8]1[CH:9]=[CH:10][C:11]2[O:16][C:18]([C:19]([O:21][CH2:22][CH3:23])=[O:20])=[CH:13][C:12]=2[CH:15]=1 |f:0.1.2|. Procedure details: 13.8 g (100 mmol) Na2CO3 are added to a solution of 4.02 g (20.0 mmol) 5-bromo-salicylaldehyde and 2.26 mL (20.0 mmol, 98%) ethyl bromoacetate in 50 mL DMF. The reaction mixture is heated to 80° C. and stirred for 2 h at this temperature. It is diluted with 200 mL water, the aqueous phase is extracted three times with 100 mL tert-butylmethylether and the combined organic extracts are washed twice with 50 mL water. The organic phase is dried over MgSO4, filtered through activated charcoal and the... The reactants are O1C2CC(CCC21)CC[Si](OC)(OC)OC (2-(3,4-epoxycyclohexyl) ethyl trimethoxy silane), COC(OC)(OC)[SiH3] (trimethoxymethyl silane), C1(=CC=CC=C1)[Si](OC)(OC)OC (phenyl trimethoxy silane), C(C(=O)O)(=O)O (oxalic acid). Run in CO (methanol), O (water), CO (methanol). Reaction conditions: temperature 40 celsius, time 12 hour. Product: C(C)(=O)OC(COC)C (PGMEA). Isolated yield 100.0%. RXN SMILES: [O:1]1[CH:7]2[CH:2]1CC(CC[Si](OC)(OC)OC)[CH2:5][CH2:6]2.COC([SiH3])(OC)OC.C1([Si](OC)(OC)OC)C=CC=CC=1.[C:38](O)(=O)[C:39]([OH:41])=[O:40]>CO.O>[C:39]([O:41][CH:6]([CH3:5])[CH2:7][O:1][CH3:2])(=[O:40])[CH3:38]. Procedure: In a 1000 ml glass flask, to a mixture of 150 g of methanol, 22 g of 2-(3,4-epoxycyclohexyl) ethyl trimethoxy silane, 77 g of trimethoxymethyl silane, 14 g of phenyl trimethoxy silane, and 1.5 g of oxalic acid was added dropwise a mixed solution of 40 g of deionized water and 20 g of methanol at a liquid temperature of 40 degrees C. After that, this solution was stirred for 12 hours at 40 degrees C. After the reaction finished, the solvent was removed under a reduced pressure. Thus-obtained resi... The reactants are FC1=C(C=CC=C1)CCC(=O)O (3-(2-fluorophenyl)propionic acid), C(C(=O)Cl)(=O)Cl (oxalyl chloride). Reported procedure: To a mixture of 3-(2-fluorophenyl)propionic acid (18.64 g, 0.111 mol) and dimethylformamide (5 drops) at room temperature was added dropwise oxalyl chloride (60 mL). The mixture was stirred at room temperature until gas evolution had ceased. The excess oxalyl chloride was removed by distillation to give 3-(2-fluorophenyl)propionyl chloride. A solution of the 3-(2-fluorophenyl)propionyl chloride in dichloromethane (230 mL) was added dropwise to a mixture of aluminum chloride (16.25 g, 0.12 mol) i... The reagents and catalysts are CN(C=O)C (dimethylformamide). Reaction SMILES: [F:1][C:2]1[CH:7]=[CH:6][CH:5]=[CH:4][C:3]=1[CH2:8][CH2:9][C:10]([OH:12])=O.C(Cl)(=O)C([Cl:16])=O>CN(C)C=O>[F:1][C:2]1[CH:7]=[CH:6][CH:5]=[CH:4][C:3]=1[CH2:8][CH2:9][C:10]([Cl:16])=[O:12]. Product: FC1=C(C=CC=C1)CCC(=O)Cl (3-(2-fluorophenyl)propionyl chloride). The reactants are C([O-])([O-])=O.[K+].[K+] (potassium carbonate), COC(C(CC1=CC=C(C=C1)O)NC1=C(C=CC=C1)C(C1=CC=C(C=C1)F)=O)=O (2-[(2-(4-fluorobenzoyl)phenyl)amino]-3-(4-hydroxyphenyl)-propionic acid methyl ester), BrCCBr (1,2-dibromoethane). The solvent is C(C)#N (acetonitrile). Reaction conditions: time 24 hour. The product is COC(C(CC1=CC=C(C=C1)OCCBr)NC1=C(C=CC=C1)C(C1=CC=C(C=C1)F)=O)=O (2-[(2-(4-fluorobenzoyl)phenyl)amino]-3-[4-(2-bromoethoxy)-phenyl]-propionic acid methyl ester). Isolated yield 58.0%. As a reaction SMILES: C(=O)([O-])[O-].[K+].[K+].[CH3:7][O:8][C:9](=[O:35])[CH:10]([NH:19][C:20]1[CH:25]=[CH:24][CH:23]=[CH:22][C:21]=1[C:26](=[O:34])[C:27]1[CH:32]=[CH:31][C:30]([F:33])=[CH:29][CH:28]=1)[CH2:11][C:12]1[CH:17]=[CH:16][C:15]([OH:18])=[CH:14][CH:13]=1.[Br:36][CH2:37][CH2:38]Br>C(#N)C>[CH3:7][O:8][C:9](=[O:35])[CH:10]([NH:19][C:20]1[CH:25]=[CH:24][CH:23]=[CH:22][C:21]=1[C:26](=[O:34])[C:27]1[CH:32]=[CH:31][C:30]([F:33])=[CH:29][CH:28]=1)[CH2:11][C:12]1[CH:13]=[CH:14][C:15]([O:18][CH2:38][CH2:37][Br:36])=[CH:16][CH:17]=1 |f:0.1.2|. Procedure details: To a solution of potassium carbonate (2 kg) in acetonitrile (5000 ml) is added 2-[(2-(4-fluorobenzoyl)phenyl)amino]-3-(4-hydroxyphenyl)-propionic acid methyl ester (581 g, 1.48 mol) and 1,2-dibromoethane (1000 ml). Then the mixture is stirred at room temperature for 24 hours. After that, the reaction mixture is filtered, and then the filtrate is evaporated under a vacuum. The crude product is purified by silica gel chromatography using hexane/EtOAc (4:1) as eluent to give 2-[(2-(4-fluorobenzoyl)... Reaction SMILES: [Al+3:20].[CH2:1]([CH3:2])[O:3][c:4]1[cH:5][c:6]([CH2:13][CH2:14][C:15](=[O:16])[NH:17][CH3:18])[cH:7][cH:8][c:9]1[O:10][CH2:11][CH3:12].[CH2:27]1[O:28][CH2:29][CH2:30][CH2:31]1.[H-:19].[H-:22].[H-:23].[H-:24].[Li+:21].[Na+:26].[OH-:25]>>[CH2:1]([CH3:2])[O:3][c:4]1[cH:5][c:6]([CH2:13][CH2:14][CH2:15][NH:17][CH3:18])[cH:7][cH:8][c:9]1[O:10][CH2:11][CH3:12]. The product is CCOc1ccc(CCCNC)cc1OCC. Reactants: [Al+3], CCOc1ccc(CCC(=O)NC)cc1OCC, C1CCOC1, [H-], [H-], [H-], [H-], [Li+], [Na+], [OH-].